This data is from the Open Reaction Database (ORD), a public repository of structured organic reaction records. The task is: describe an organic reaction: reactants, conditions, products, and yield The reactants are CC=1C=C(C(=O)O)C=CC1N1C(OCCCC1)=O (3-methyl-4-([1,3]oxazepan-2-on-3-yl)-benzoic acid), ClC1=CC2=C(NC(=N2)[C@H](C)N)C=C1 ((1S)-1-(5-chloro-1H-benzimidazol-2-yl)-ethylamine), CN(C)C(=[N+](C)C)ON1C2=C(C=CC=C2)N=N1.[B-](F)(F)(F)F (TBTU), CN1CCOCC1 (NMM). Run in CN(C)C=O (DMF). Yields the product ClC1=CC2=C(NC(=N2)[C@H](C)NC(C2=CC(=C(C=C2)N2C(OCCCC2)=O)C)=O)C=C1 (N-[(1S)-1-(5-chloro-1H-benzimidazol-2-yl)-ethyl]-3-methyl-4-([1,3]oxazepan-2-on-3-yl)-benzamide). Reaction SMILES: [CH3:1][C:2]1[CH:3]=[C:4]([CH:8]=[CH:9][C:10]=1[N:11]1[CH2:17][CH2:16][CH2:15][CH2:14][O:13][C:12]1=[O:18])[C:5]([OH:7])=O.[Cl:19][C:20]1[CH:31]=[CH:30][C:23]2[NH:24][C:25]([C@@H:27]([NH2:29])[CH3:28])=[N:26][C:22]=2[CH:21]=1.CN(C(ON1N=NC2C=CC=CC1=2)=[N+](C)C)C.[B-](F)(F)(F)F.CN1CCOCC1>CN(C=O)C>[Cl:19][C:20]1[CH:31]=[CH:30][C:23]2[NH:24][C:25]([C@@H:27]([NH:29][C:5](=[O:7])[C:4]3[CH:8]=[CH:9][C:10]([N:11]4[CH2:17][CH2:16][CH2:15][CH2:14][O:13][C:12]4=[O:18])=[C:2]([CH3:1])[CH:3]=3)[CH3:28])=[N:26][C:22]=2[CH:21]=1 |f:2.3|. Procedure: Prepared analogously to Example 1f from 3-methyl-4-([1,3]oxazepan-2-on-3-yl)-benzoic acid, (1S)-1-(5-chloro-1H-benzimidazol-2-yl)-ethylamine, TBTU and NMM in DMF, then acidifying with TFA and purification of the residue by chromatography (preparative HPLC). Starting materials: [F-].C(CCC)[N+](CCCC)(CCCC)CCCC.O1CCCC1 (tetra-n-butyl ammonium fluoride tetrahydrofuran), C(C)(=O)O (acetic acid), O1COC2=C1C=CC(=C2)S(=O)(=O)N(C[C@H]([C@H](CC2=CC=C(C=C2)OCCCCO[Si](C)(C)C(C)(C)C)NC(O[C@H]2CO[C@H]1OCC[C@H]12)=O)O)CC(C)C ((3R,3aS,6aR)-Hexahydrofuro[2,3-b]furan-3-yl (1S,2R)-3-[(1,3-benzodioxol-5-ylsulfonyl)(isobutyl)-amino]-1-[4-(4-{[tert-butyl(dimethyl)silyl]oxy}butoxy)benzyl]-2-hydroxypropylcarbamate). The solvent is C(C)(=O)OCC (ethyl acetate), O1CCCC1 (tetrahydrofuran). Reaction conditions: time 18 hour. Product: O1COC2=C1C=CC(=C2)S(=O)(=O)N(C[C@H]([C@H](CC2=CC=C(C=C2)OCCCCO)NC(O[C@H]2CO[C@H]1OCC[C@H]12)=O)O)CC(C)C ((3R,3aS,6aR)-Hexahydrofuro[2,3-b]furan-3-yl (1S,2R)-3-[(1,3-benzodioxol-5-ylsulfonyl)(isobutyl)amino]-2-hydroxy-1-[4-(4-hydroxybutoxy)benzyl]propylcarbamate). Yield: 75.2%. Reaction SMILES: [O:1]1[C:5]2[CH:6]=[CH:7][C:8]([S:10]([N:13]([CH2:50][CH:51]([CH3:53])[CH3:52])[CH2:14][C@@H:15]([OH:49])[C@@H:16]([NH:37][C:38](=[O:48])[O:39][C@@H:40]3[C@H:47]4[C@H:43]([O:44][CH2:45][CH2:46]4)[O:42][CH2:41]3)[CH2:17][C:18]3[CH:23]=[CH:22][C:21]([O:24][CH2:25][CH2:26][CH2:27][CH2:28][O:29][Si](C(C)(C)C)(C)C)=[CH:20][CH:19]=3)(=[O:12])=[O:11])=[CH:9][C:4]=2[O:3][CH2:2]1.[F-].C([N+](CCCC)(CCCC)CCCC)CCC.O1CCCC1.C(O)(=O)C>O1CCCC1.C(OCC)(=O)C>[O:1]1[C:5]2[CH:6]=[CH:7][C:8]([S:10]([N:13]([CH2:50][CH:51]([CH3:53])[CH3:52])[CH2:14][C@@H:15]([OH:49])[C@@H:16]([NH:37][C:38](=[O:48])[O:39][C@@H:40]3[C@H:47]4[C@H:43]([O:44][CH2:45][CH2:46]4)[O:42][CH2:41]3)[CH2:17][C:18]3[CH:23]=[CH:22][C:21]([O:24][CH2:25][CH2:26][CH2:27][CH2:28][OH:29])=[CH:20][CH:19]=3)(=[O:12])=[O:11])=[CH:9][C:4]=2[O:3][CH2:2]1 |f:1.2.3|. Procedure: To a solution of (3R,3aS,6aR)-Hexahydrofuro[2,3-b]furan-3-yl (1S,2R)-3-[(1,3-benzodioxol-5-ylsulfonyl)(isobutyl)-amino]-1-[4-(4-{[tert-butyl(dimethyl)silyl]oxy}butoxy)benzyl]-2-hydroxypropylcarbamate (0.38 g, 0.48 mmol) in tetrahydrofuran (5 mL) at 0° C. was added a 1:1 mixture of 1M tetra-n-butyl ammonium fluoride/tetrahydrofuran and acetic acid (1.2 mL) and the mixture was stirred at ambient temperature for 18 h. The mixture was diluted with ethyl acetate and washed with water (4×), dried (sod... Reactants: ClC1=C(C=CC(=C1)S(=O)(=O)C)C1=CC=C(C=C1)[C@@H](C(F)(F)F)N[C@@H](CC(C)(C)F)C(=O)O (N-{(1S)-1-[2′-chloro-4′-(methylsulfonyl)biphenyl-4-yl]-2,2,2-trifluoroethyl}-4-fluoro-L-leucine), N[C@@H](CC1=C(C=C(C#N)C=C1)F)C#N (4-[(2S)-(2-amino-2-cyanoethyl)]-3-fluorobenzonitrile). Product: C(#N)C(CC1=C(C=C(C=C1)C#N)F)NC([C@H](CC(C)(C)F)N[C@H](C(F)(F)F)C1=CC=C(C=C1)C1=C(C=C(C=C1)S(=O)(=O)C)Cl)=O ((S)-2-[(S)-1-(2′-Chloro-4′-methanesulfonyl-biphenyl-4-yl)-2,2,2-trifluoro-ethylamino]-4-fluoro-4-methyl-pentanoic acid [1-cyano-2-(4-cyano-2-fluoro-phenyl)-ethyl]-amide). As a reaction SMILES: [Cl:1][C:2]1[CH:7]=[C:6]([S:8]([CH3:11])(=[O:10])=[O:9])[CH:5]=[CH:4][C:3]=1[C:12]1[CH:17]=[CH:16][C:15]([C@H:18]([NH:23][C@H:24]([C:30](O)=[O:31])[CH2:25][C:26]([F:29])([CH3:28])[CH3:27])[C:19]([F:22])([F:21])[F:20])=[CH:14][CH:13]=1.[NH2:33][C@H:34]([C:45]#[N:46])[CH2:35][C:36]1[CH:43]=[CH:42][C:39]([C:40]#[N:41])=[CH:38][C:37]=1[F:44]>>[C:45]([CH:34]([NH:33][C:30](=[O:31])[C@@H:24]([NH:23][C@@H:18]([C:15]1[CH:16]=[CH:17][C:12]([C:3]2[CH:4]=[CH:5][C:6]([S:8]([CH3:11])(=[O:10])=[O:9])=[CH:7][C:2]=2[Cl:1])=[CH:13][CH:14]=1)[C:19]([F:22])([F:21])[F:20])[CH2:25][C:26]([F:29])([CH3:27])[CH3:28])[CH2:35][C:36]1[CH:43]=[CH:42][C:39]([C:40]#[N:41])=[CH:38][C:37]=1[F:44])#[N:46]. Reported procedure: (S)-2-[(S)-1-(2′-Chloro-4′-methanesulfonyl-biphenyl-4-yl)-2,2,2-trifluoro-ethylamino]-4-fluoro-4-methyl-pentanoic acid [1-cyano-2-(4-cyano-2-fluoro-phenyl)-ethyl]-amide was prepared from N-{(1S)-1-[2′-chloro-4′-(methylsulfonyl)biphenyl-4-yl]-2,2,2-trifluoroethyl}-4-fluoro-L-leucine and 4-[(2S)-(2-amino-2-cyanoethyl)]-3-fluorobenzonitrile using procedure described in Example 6. Reactants: COC(=O)C1=CC=C2C(CCOC2=C1)NC(=O)OCC1=CC=CC=C1 (4-(benzyloxycarbonylamino)chromane-7-carboxylic acid methyl ester), [OH-].[Na+] (sodium hydroxide). The product is C(C1=CC=CC=C1)OC(=O)NC1CCOC2=CC(=CC=C12)C(=O)O (4-(benzyloxycarbonylamino)chromane-7-carboxylic acid). The yield is 93.3%. Reaction SMILES: C[O:2][C:3]([C:5]1[CH:14]=[C:13]2[C:8]([CH:9]([NH:15][C:16]([O:18][CH2:19][C:20]3[CH:25]=[CH:24][CH:23]=[CH:22][CH:21]=3)=[O:17])[CH2:10][CH2:11][O:12]2)=[CH:7][CH:6]=1)=[O:4].[OH-].[Na+]>>[CH2:19]([O:18][C:16]([NH:15][CH:9]1[C:8]2[C:13](=[CH:14][C:5]([C:3]([OH:4])=[O:2])=[CH:6][CH:7]=2)[O:12][CH2:11][CH2:10]1)=[O:17])[C:20]1[CH:25]=[CH:24][CH:23]=[CH:22][CH:21]=1 |f:1.2|. Reported procedure: By a similar reaction operation as in Starting Material Synthetic Example 8 using 4-(benzyloxycarbonylamino)chromane-7-carboxylic acid methyl ester (1.9 g) and 1N sodium hydroxide (14 ml), the objective 4-(benzyloxycarbonylamino)chromane-7-carboxylic acid (1.7 g) was obtained as colorless crystals. Reactants: C(C(=O)O)(=O)O (oxalic acid), [Zn] (zinc). Yields the product C(C)(=O)[O-].[Zn+2].C(C)(=O)[O-] (zinc acetate). Reaction SMILES: [C:1](O)(=O)[C:2]([OH:4])=[O:3].[Zn:7]>>[C:2]([O-:4])(=[O:3])[CH3:1].[Zn+2:7].[C:2]([O-:4])(=[O:3])[CH3:1] |f:2.3.4|. Reported procedure: Similarly, U.S. Pat. No. 2,839,390 addresses the removal of lead and zinc from their ores by chemical dissolution. Here, lead and zinc, if not already in the form of their sulfides, e.g., in galena and sphalerite, are converted to their sulfides. The sulfides are then reacted with oxalic acid converting the lead and zinc to their respective oxalates and evolving H2S gas. The product is filtered and the filter cake containing the oxalates is treated with an aqueous calcium acetate solution result... Reactants: COC(=O)C(C)c1ccc2cc(OC(=O)COCc3ccccc3)ccc2c1, CCOC(C)=O, [H][H]. Product: COC(=O)C(C)c1ccc2cc(OC(=O)CO)ccc2c1. RXN SMILES: [CH3:1][O:2][C:3]([CH:4]([CH3:5])[c:6]1[cH:7][c:8]2[cH:9][cH:10][c:11]([O:16][C:17]([CH2:18][O:19][CH2:20][c:21]3[cH:22][cH:23][cH:24][cH:25][cH:26]3)=[O:27])[cH:12][c:13]2[cH:14][cH:15]1)=[O:28].[CH3:31][CH2:32][O:33][C:34](=[O:35])[CH3:36].[H:29][H:30]>>[CH3:1][O:2][C:3]([CH:4]([CH3:5])[c:6]1[cH:7][c:8]2[cH:9][cH:10][c:11]([O:16][C:17]([CH2:18][OH:19])=[O:27])[cH:12][c:13]2[cH:14][cH:15]1)=[O:28]. Starting materials: C1C(CCC2=CC=CC=C12)=O (2-tetralone), COC(N(C)C)OC (dimethylformamide dimethyl acetal). Yields the product CN(C)C=C1C(CCC2=CC=CC=C12)=O (1-Dimethylaminomethylene-2-tetralone). Reaction SMILES: [CH2:1]1[C:10]2[C:5](=[CH:6][CH:7]=[CH:8][CH:9]=2)[CH2:4][CH2:3][C:2]1=[O:11].CO[CH:14](OC)[N:15]([CH3:17])[CH3:16]>>[CH3:14][N:15]([CH:17]=[C:1]1[C:10]2[C:5](=[CH:6][CH:7]=[CH:8][CH:9]=2)[CH2:4][CH2:3][C:2]1=[O:11])[CH3:16]. Reported procedure: Heat 8.0 ml of 2-tetralone and 12.0 ml of dimethylformamide dimethyl acetal under reflux at 80° for 11/2 hours. Concentrate the reaction mixture in vacuo. Dissolve the residue in hot methanol, add charcoal, filter, and concentrate the filtrate in vacuo to give the title compound, an amber oil. The reactants are O=C([O-])O, ClCCl, Clc1ccc(-c2cn3c(n2)sc2ccccc23)cc1, [K+], O=S(=O)(Cl)Cl. The product is Clc1ccc(-c2nc3sc4ccccc4n3c2Cl)cc1. RXN SMILES: [C:25](=[O:26])([O-:27])[OH:28].[CH2:30]([Cl:31])[Cl:32].[Cl:1][c:2]1[cH:3][cH:4][c:5](-[c:8]2[n:9][c:10]3[s:11][c:12]4[c:13]([n:14]3[cH:15]2)[cH:16][cH:17][cH:18][cH:19]4)[cH:6][cH:7]1.[K+:29].[S:20]([Cl:21])(=[O:22])([Cl:23])=[O:24]>>[Cl:1][c:2]1[cH:3][cH:4][c:5](-[c:8]2[n:9][c:10]3[s:11][c:12]4[c:13]([n:14]3[c:15]2[Cl:23])[cH:16][cH:17][cH:18][cH:19]4)[cH:6][cH:7]1.